From a dataset of the Open Reaction Database (ORD), a public repository of structured organic reaction records. describe an organic reaction: reactants, conditions, products, and yield The reactants are [H-], [Na+], C1CCOC1, O, O=S(=O)(Cl)c1ccccc1, c1cnc2[nH]ccc2c1. Product: O=S(=O)(c1ccccc1)n1ccc2cccnc21. As a reaction SMILES: [H-:11].[Na+:10].[O:23]1[CH2:24][CH2:25][CH2:26][CH2:27]1.[OH2:22].[c:12]1([S:18](=[O:19])(=[O:20])[Cl:21])[cH:13][cH:14][cH:15][cH:16][cH:17]1.[nH:1]1[cH:2][cH:3][c:4]2[c:5]1[n:6][cH:7][cH:8][cH:9]2>>[n:1]1([S:18]([c:12]2[cH:13][cH:14][cH:15][cH:16][cH:17]2)(=[O:19])=[O:20])[cH:2][cH:3][c:4]2[c:5]1[n:6][cH:7][cH:8][cH:9]2. The reactants are CC([C@@H](C(=O)OC)N1C(C2=CC(=CC=C2C1)C1=CC=C(C=C1)[N+](=O)[O-])=O)C ((S)-Methyl 3-methyl-2-(6-(4-nitrophenyl)-1-oxoisoindolin-2-yl)butanoate), BrCC1=C(C=C(C=C1)C1=CC=C(C=C1)[N+](=O)[O-])C(=O)OC (Methyl 4-(bromomethyl)-4′-nitrobiphenyl-3-carboxylate), Cl.NC1(CCC1)C(=O)OC (methyl 1-aminocyclobutanecarboxylate hydrochloride). The product is [N+](=O)([O-])C1=CC=C(C=C1)C1=CC=C2CN(C(C2=C1)=O)C1(CCC1)C(=O)OC (Methyl 1-(6-(4-nitrophenyl)-1-oxoisoindolin-2-yl)cyclobutanecarboxylate). Yield: 71.0%. Reaction SMILES: CC(C)[C@H:3]([N:8]1[CH2:16][C:15]2[C:10](=[CH:11][C:12]([C:17]3[CH:22]=[CH:21][C:20]([N+:23]([O-:25])=[O:24])=[CH:19][CH:18]=3)=[CH:13][CH:14]=2)[C:9]1=[O:26])[C:4]([O:6][CH3:7])=[O:5].Br[CH2:29][C:30]1C=CC(C2C=CC([N+]([O-])=O)=CC=2)=C[C:31]=1C(OC)=O.Cl.NC1(C(OC)=O)CCC1>>[N+:23]([C:20]1[CH:19]=[CH:18][C:17]([C:12]2[CH:11]=[C:10]3[C:15]([CH2:16][N:8]([C:3]4([C:4]([O:6][CH3:7])=[O:5])[CH2:31][CH2:30][CH2:29]4)[C:9]3=[O:26])=[CH:14][CH:13]=2)=[CH:22][CH:21]=1)([O-:25])=[O:24] |f:2.3|. Procedure details: The compound of example 573 was prepared analogous to compound of example 5 by reaction of compound of example 4 with methyl 1-aminocyclobutanecarboxylate hydrochloride. Starting materials: C(C)(=O)OC(COCCO)C1=CC(=CC=C1)Cl (1-acetoxy-1-(3-chlorophenyl)-2-(2-hydroxyethoxy)ethane), CS(=O)(=O)Cl (methanesulfonyl chloride), Cl (hydrochloric acid), ice water. The solvent is C(Cl)Cl (methylene chloride), C(Cl)Cl (methylene chloride), C(C)N(CC)CC (triethylamine). Reaction conditions: time 1 hour. Yields the product C(C)(=O)OC(COCCOS(=O)(=O)C)C1=CC(=CC=C1)Cl (1-acetoxy-1-(3-chlorophenyl)-2-(2-methanesulfonyloxyethoxy)ethane). As a reaction SMILES: [C:1]([O:4][CH:5]([C:11]1[CH:16]=[CH:15][CH:14]=[C:13]([Cl:17])[CH:12]=1)[CH2:6][O:7][CH2:8][CH2:9][OH:10])(=[O:3])[CH3:2].[CH3:18][S:19](Cl)(=[O:21])=[O:20].Cl>C(Cl)Cl.C(N(CC)CC)C>[C:1]([O:4][CH:5]([C:11]1[CH:16]=[CH:15][CH:14]=[C:13]([Cl:17])[CH:12]=1)[CH2:6][O:7][CH2:8][CH2:9][O:10][S:19]([CH3:18])(=[O:21])=[O:20])(=[O:3])[CH3:2]. Reported procedure: To a mixture of 19.0 g of 1-acetoxy-1-(3-chlorophenyl)-2-(2-hydroxyethoxy)ethane and 95.0 ml of methylene chloride containing 9.1 ml of methanesulfonyl chloride was dropwise added 16.4 ml of triethylamine with ice cooling over 1 hour. The resulting mixture was stirred for 10 minutes at the same temperature and further for 1 hour at room temperature. The reaction mixture was added to a mixture of 50.0 ml of methylene chloride and 50.0 ml of ice water. The resulting mixture was adjusted to pH 2.0 ... Starting materials: N([C@H](CC(N)=O)C(=O)O)C(=O)OC(C)(C)C (BOC-(D)-Asn-OH), C1C2C=CC1C3C2C(=O)N(C3=O)O (HONB), C1CCC(CC1)N=C=NC2CCCCC2 (DCC), N(CC(=O)N([C@@H](CC1=CC=CC=C1)C(=O)NNC(=O)N)C)C(=O)OCC1=CC=CC=C1 (Z-Gly-MePhe-NHNHCONH2). Solvent: CO (methanol), CN(C)C=O (DMF), CN(C)C=O (DMF). Run at time 15 hour. Product: N([C@H](CC(N)=O)C(=O)NCC(=O)N([C@@H](CC1=CC=CC=C1)C(=O)NNC(=O)N)C)C(=O)OC(C)(C)C (BOC-(D)-Asn-Gly-MePhe-NHNHCONH2). Reaction SMILES: [NH:1]([C:22]([O:24]CC1C=CC=CC=1)=O)[CH2:2][C:3]([N:5]([CH3:21])[C@H:6]([C:14]([NH:16][NH:17][C:18]([NH2:20])=[O:19])=[O:15])[CH2:7][C:8]1[CH:13]=[CH:12][CH:11]=[CH:10][CH:9]=1)=[O:4].[NH:32]([C:41]([O:43][C:44]([CH3:47])([CH3:46])[CH3:45])=[O:42])[C@@H:33](C(O)=O)[CH2:34][C:35](=[O:37])[NH2:36].C1C2C3C(=O)N(O)C(=O)C3C1C=C2.C1CCC(N=C=NC2CCCCC2)CC1>CO.CN(C=O)C>[NH:32]([C:41]([O:43][C:44]([CH3:47])([CH3:46])[CH3:45])=[O:42])[C@@H:33]([C:22]([NH:1][CH2:2][C:3]([N:5]([CH3:21])[C@H:6]([C:14]([NH:16][NH:17][C:18]([NH2:20])=[O:19])=[O:15])[CH2:7][C:8]1[CH:9]=[CH:10][CH:11]=[CH:12][CH:13]=1)=[O:4])=[O:24])[CH2:34][C:35](=[O:37])[NH2:36]. Procedure: 0.85 g of Z-Gly-MePhe-NHNHCONH2 is subjected to catalytic reduction in methanol, dissolved in 10 ml of DMF, and after ice-cooling, 0.46 g of BOC-(D)-Asn-OH, 0.40 g of HONB and 0.45 g of DCC are added. The mixture is stirred for 15 hours. The precipitated DCU is filtered off, the solvent is distilled off and the residue is dissolved in n-butanol. The solution is washed with saturated aqueous sodium hydrogen carbonate and aqueous sodium chloride in that order and dried over anhydrous sodium sulfat... Starting materials: C(C)(C)(C)OC(N(C)CC1=CNC(=C1)Br)=O (tert-butyl[(5-bromo-1H-pyrrol-3-yl)methyl]methylcarbamate), [H-].[Na+] (sodium hydride), C1COCCOCCOCCOCCO1 (15-crown-5), CC1=CC=C(C=N1)S(=O)(=O)Cl (6-methylpyridin-3-ylsulfonyl chloride). Run in O1CCCC1 (tetrahydrofuran), O (water), O1CCCC1 (tetrahydrofuran). Conditions: time 10 minute. The product is C(C)(C)(C)OC(N(C)CC1=CN(C(=C1)Br)S(=O)(=O)C=1C=NC(=CC1)C)=O (tert-butyl({5-bromo-1-[(6-methylpyridin-3-yl)sulfonyl]-1H-pyrrol-3-yl}methyl)methylcarbamate). The yield is 78.5%. Reaction SMILES: [C:1]([O:5][C:6](=[O:16])[N:7]([CH2:9][C:10]1[CH:14]=[C:13]([Br:15])[NH:12][CH:11]=1)[CH3:8])([CH3:4])([CH3:3])[CH3:2].[H-].[Na+].C1OCCOCCOCCOCCOC1.[CH3:34][C:35]1[N:40]=[CH:39][C:38]([S:41](Cl)(=[O:43])=[O:42])=[CH:37][CH:36]=1>O1CCCC1.O>[C:1]([O:5][C:6](=[O:16])[N:7]([CH2:9][C:10]1[CH:14]=[C:13]([Br:15])[N:12]([S:41]([C:38]2[CH:39]=[N:40][C:35]([CH3:34])=[CH:36][CH:37]=2)(=[O:43])=[O:42])[CH:11]=1)[CH3:8])([CH3:4])([CH3:2])[CH3:3] |f:1.2|. Reported procedure: To a solution of tert-butyl[(5-bromo-1H-pyrrol-3-yl)methyl]methylcarbamate (207 mg) in tetrahydrofuran (30 mL) was added sodium hydride (60% in oil, 31 mg) at 0° C., and the mixture was stirred at the same temperature for 10 min. A solution (3 mL) of 15-crown-5 (0.16 mL) and 6-methylpyridin-3-ylsulfonyl chloride (117 mg) in tetrahydrofuran was added at the same temperature. After stirring at room temperature for 30 min, water was added to the reaction mixture, and the mixture was extracted with ... The reactants are Cl (hydrochloric acid), C1(=CC=CC=C1)N1N=C(C=C1NC1=CC=CC=C1)C(=O)OCC (ethyl 1-phenyl-5-(phenylamino)-1H-pyrazole-3-carboxylate), solution, [H-].C(C(C)C)[Al+]CC(C)C (diisobutylaluminum hydride). Run in O1CCCC1 (tetrahydrofuran), C1(=CC=CC=C1)C (toluene). Reaction conditions: temperature 0 celsius, time 1 hour. Yields the product C1(=CC=CC=C1)N1N=C(C=C1NC1=CC=CC=C1)CO ([1-phenyl-5-(phenylamino)-1H-pyrazol-3-yl]methanol). Isolated yield 106.8%. As a reaction SMILES: [C:1]1([N:7]2[C:11]([NH:12][C:13]3[CH:18]=[CH:17][CH:16]=[CH:15][CH:14]=3)=[CH:10][C:9]([C:19](OCC)=[O:20])=[N:8]2)[CH:6]=[CH:5][CH:4]=[CH:3][CH:2]=1.[H-].C([Al+]CC(C)C)C(C)C.Cl>O1CCCC1.C1(C)C=CC=CC=1>[C:1]1([N:7]2[C:11]([NH:12][C:13]3[CH:14]=[CH:15][CH:16]=[CH:17][CH:18]=3)=[CH:10][C:9]([CH2:19][OH:20])=[N:8]2)[CH:2]=[CH:3][CH:4]=[CH:5][CH:6]=1 |f:1.2|. Reported procedure: A solution of ethyl 1-phenyl-5-(phenylamino)-1H-pyrazole-3-carboxylate (345 mg) in tetrahydrofuran (10 mL) was cooled to −78° C., and a 1.5 mol/L solution (3.7 mL) of diisobutylaluminum hydride in toluene was added dropwise. After stirring at 0° C. for 1 hr, the mixture was treated with 1 mol/L hydrochloric acid, and extracted with ethyl acetate. The extract was washed with 1 mol/L hydrochloric acid, water, saturated aqueous sodium hydrogen carbonate solution and saturated brine, dried over anhy... Starting materials: OCCN1C(CCC1)=O (1-(2-hydroxyethyl)pyrrolidin-2-one), CS(=O)(=O)Cl (methanesulfonyl chloride). Solvent: N1=CC=CC=C1 (pyridine). Conditions: time 8 hour. Product: CS(=O)(=O)OCCN1C(CCC1)=O (2-(2-oxopyrrolidin-1-yl)ethyl methanesulfonate). Yield: 72.4%. Reaction SMILES: [OH:1][CH2:2][CH2:3][N:4]1[CH2:8][CH2:7][CH2:6][C:5]1=[O:9].[CH3:10][S:11](Cl)(=[O:13])=[O:12]>N1C=CC=CC=1>[CH3:10][S:11]([O:1][CH2:2][CH2:3][N:4]1[CH2:8][CH2:7][CH2:6][C:5]1=[O:9])(=[O:13])=[O:12]. Procedure: To a Stirred solution of 1-(2-hydroxyethyl)pyrrolidin-2-one (2.6 g, 20 mmol) in pyridine (15 ml) was added methanesulfonyl chloride (2.28 g, 20 mmol) and the reaction mixture was stirred at RT overnight. Solution was concentrated and diluted with ethyl acetate (50 ml) and washed with water (50 ml). Ethyl acetate layer was separated, dried over anhydrous sodium sulfate and evaporated to yield 3.0 g of 2-(2-oxopyrrolidin-1-yl)ethyl methanesulfonate, as an oil (yield: 75%). Starting materials: ClC1=C(C=CC=C1C(F)(F)F)CC#N ((2-chloro-3-trifluoromethylphenyl)-acetonitrile), C(CN)N (ethylene diamine). Yields the product ClC1=C(CC=2NCCN2)C=CC=C1C(F)(F)F (2-(2-Chloro-3-trifluoromethyl-benzyl)-4,5-dihydro-1H-imidazole). Reaction SMILES: [Cl:1][C:2]1[C:7]([C:8]([F:11])([F:10])[F:9])=[CH:6][CH:5]=[CH:4][C:3]=1[CH2:12][C:13]#[N:14].[CH2:15](N)[CH2:16][NH2:17]>>[Cl:1][C:2]1[C:7]([C:8]([F:10])([F:11])[F:9])=[CH:6][CH:5]=[CH:4][C:3]=1[CH2:12][C:13]1[NH:17][CH2:16][CH2:15][N:14]=1. Reported procedure: 2-(2-Chloro-3-trifluoromethyl-benzyl)-4,5-dihydro-1H-imidazole was prepared from (2-chloro-3-trifluoromethylphenyl)-acetonitrile and ethylene diamine in analogy to Example 19 b): white solid; MS (ISP): 262.8 ((M+H)+.).